This data is from the Open Reaction Database (ORD), a public repository of structured organic reaction records. The task is: describe an organic reaction: reactants, conditions, products, and yield Reactants: 2-Methyl-THF, C([O-])([O-])=O.[Na+].[Na+] (sodium carbonate), BrC=1C=CC(=NC1)F (5-bromo-2-fluoropyridine), CC=1C=C(C=C(C1)B1OC(C(O1)(C)C)(C)C)NC1=NC=CC(=N1)C(F)(F)F (N-[3-methyl-5-(4,4,5,5-tetramethyl-1,3,2-dioxaborolan-2-yl)phenyl]-4-(trifluoromethyl)pyrimidin-2-amine), BrC=1C=CC(=NC1)F (5-bromo-2-fluoropyridine). The reagents and catalysts are C1=CC=C(C=C1)P([C-]2C=CC=C2)C3=CC=CC=C3.C1=CC=C(C=C1)P([C-]2C=CC=C2)C3=CC=CC=C3.Cl[Pd]Cl.[Fe+2].ClCCl (PdCl2(dppf) dichloromethane), C1=CC=C(C=C1)P([C-]2C=CC=C2)C3=CC=CC=C3.C1=CC=C(C=C1)P([C-]2C=CC=C2)C3=CC=CC=C3.Cl[Pd]Cl.[Fe+2].ClCCl (PdCl2(dppf) dichloromethane). Reaction conditions: temperature 85 celsius. The product is FC1=CC=C(C=N1)C=1C=C(C=C(C1)C)NC1=NC=CC(=N1)C(F)(F)F (N-[3-(6-fluoropyridin-3-yl)-5-methylphenyl]-4-(trifluoromethyl)pyrimidin-2-amine). RXN SMILES: C(=O)([O-])[O-].[Na+].[Na+].Br[C:8]1[CH:9]=[CH:10][C:11]([F:14])=[N:12][CH:13]=1.[CH3:15][C:16]1[CH:17]=[C:18]([NH:31][C:32]2[N:37]=[C:36]([C:38]([F:41])([F:40])[F:39])[CH:35]=[CH:34][N:33]=2)[CH:19]=[C:20](B2OC(C)(C)C(C)(C)O2)[CH:21]=1>C1C=CC(P(C2C=CC=CC=2)[C-]2C=CC=C2)=CC=1.C1C=CC(P(C2C=CC=CC=2)[C-]2C=CC=C2)=CC=1.Cl[Pd]Cl.[Fe+2].ClCCl>[F:14][C:11]1[N:12]=[CH:13][C:8]([C:20]2[CH:19]=[C:18]([NH:31][C:32]3[N:37]=[C:36]([C:38]([F:40])([F:41])[F:39])[CH:35]=[CH:34][N:33]=3)[CH:17]=[C:16]([CH3:15])[CH:21]=2)=[CH:9][CH:10]=1 |f:0.1.2,5.6.7.8.9|. Reported procedure: 2-Methyl-THF (123 mL), sodium carbonate (2M, 18.5 mL, 36.9 mmol) and 5-bromo-2-fluoropyridine (7.15 g, 40.6 mmol) were added to N-[3-methyl-5-(4,4,5,5-tetramethyl-1,3,2-dioxaborolan-2-yl)phenyl]-4-(trifluoromethyl)pyrimidin-2-amine (14 g, 36.9 mmol) and the reaction mixture was purged and flushed with Ar(g) (3×) before adding PdCl2(dppf)-dichloromethane adduct (1.51 g, 1.85 mmol). The reaction mixture was heated to 85° C. overnight. Another portion of 5-bromo-2-fluoropyridine (2.00 g) and PdCl2(... Reactants: C1(CCCC1)N1CCN(CC1)C(=O)C=1C=C2C=C(NC2=CC1)C(=O)O (5-(4-cyclopentyl-piperazine-1-carbonyl)-1H-indole-2-carboxylic acid), Cl (hydrochloride), F[B-](F)(F)F.N1(N=NC2=C1C=CC=C2)OC(=[N+](C)C)N(C)C (O-(benzotriazol-1-yl)-N,N,N′,N′-tetramethyluronium tetrafluoroborate), COC1CCNCC1 (4-methoxy piperidine), C(C)(C)N(C(C)C)CC (N,N-diisopropylethylamine). Solvent: CN(C=O)C (N,N-dimethylformamide). Yields the product C1(CCCC1)N1CCN(CC1)C(=O)C=1C=C2C=C(NC2=CC1)C(=O)N1CCC(CC1)OC ([5-(4-Cyclopentyl-piperazine-1-carbonyl)-1H-indol-2-yl]-(4-methoxy-piperidin-1-yl) -methanone). RXN SMILES: [CH:1]1([N:6]2[CH2:11][CH2:10][N:9]([C:12]([C:14]3[CH:15]=[C:16]4[C:20](=[CH:21][CH:22]=3)[NH:19][C:18]([C:23](O)=[O:24])=[CH:17]4)=[O:13])[CH2:8][CH2:7]2)[CH2:5][CH2:4][CH2:3][CH2:2]1.Cl.F[B-](F)(F)F.N1(OC(N(C)C)=[N+](C)C)C2C=CC=CC=2N=N1.[CH3:49][O:50][CH:51]1[CH2:56][CH2:55][NH:54][CH2:53][CH2:52]1.C(N(CC)C(C)C)(C)C>CN(C)C=O>[CH:1]1([N:6]2[CH2:7][CH2:8][N:9]([C:12]([C:14]3[CH:15]=[C:16]4[C:20](=[CH:21][CH:22]=3)[NH:19][C:18]([C:23]([N:54]3[CH2:55][CH2:56][CH:51]([O:50][CH3:49])[CH2:52][CH2:53]3)=[O:24])=[CH:17]4)=[O:13])[CH2:10][CH2:11]2)[CH2:5][CH2:4][CH2:3][CH2:2]1 |f:2.3|. Procedure details: The title compound was synthesized in analogy to example 1, from 5-(4-cyclopentyl-piperazine-1-carbonyl)-1H-indole-2-carboxylic acid 1:1 hydrochloride, O-(benzotriazol-1-yl)-N,N,N′,N′-tetramethyluronium tetrafluoroborate (commercially available), 4-methoxy piperidine (commercially available) and N,N-diisopropylethylamine in N,N-dimethylformamide to give the desired product after purification by preparative HPLC on reversed phase eluting with a gradient formed from acetonitrile/water/formic acid. Starting materials: ClC1=NC(=CC(=N1)C(=O)OC)Cl (Methyl 2,6-dichloropyrimidine-4-carboxylate), [F-].[K+] (potassium fluoride), C(CCC)[Sn](C(=C)OCC)(CCCC)CCCC (Tributyl(1-ethoxy-vinyl)tin), CC(C)(C)OC (MTBE). The reagents and catalysts are Cl[Pd]([P](C1=CC=CC=C1)(C2=CC=CC=C2)C3=CC=CC=C3)([P](C4=CC=CC=C4)(C5=CC=CC=C5)C6=CC=CC=C6)Cl (bis(triphenylphosphine)-palladium(II) chloride). The solvent is CN(C)C=O (DMF), O (water). Run at temperature 94 celsius, time 10 minute. Product: ClC1=NC(=CC(=N1)C(=O)OC)C(=C)OCC (Methyl 2-chloro-6-(1-ethoxyvinyl)pyrimidine-4-carboxylate). Isolated yield 74.8%. As a reaction SMILES: [Cl:1][C:2]1[N:7]=[C:6]([C:8]([O:10][CH3:11])=[O:9])[CH:5]=[C:4](Cl)[N:3]=1.C([Sn](CCCC)(CCCC)[C:18]([O:20][CH2:21][CH3:22])=[CH2:19])CCC.[F-].[K+].CC(OC)(C)C>CN(C=O)C.O.Cl[Pd](Cl)([P](C1C=CC=CC=1)(C1C=CC=CC=1)C1C=CC=CC=1)[P](C1C=CC=CC=1)(C1C=CC=CC=1)C1C=CC=CC=1>[Cl:1][C:2]1[N:7]=[C:6]([C:8]([O:10][CH3:11])=[O:9])[CH:5]=[C:4]([C:18]([O:20][CH2:21][CH3:22])=[CH2:19])[N:3]=1 |f:2.3,^1:47,66|. Reported procedure: Methyl 2,6-dichloropyrimidine-4-carboxylate (8.44 g, 40.77 mmol) and bis(triphenylphosphine)-palladium(II) chloride (0.572 g, 0.82 mmol) in DMF (80 mL) was degased. Tributyl(1-ethoxy-vinyl)tin (14.46 mL, 42.81 mmol) was added under argon. The mixture was heated at 94° C. for 1 h. The mixture was poured into a solution of potassium fluoride (30 g) in water (400 mL). MTBE (300 mL) was added and the mixture was stirred for 10 min. The mixture was filtered and the filter was washed with 200 mL of MT... Reactants: amine, [Li]CCCC (n-BuLi), COC(=O)C1CCCCC1 (Cyclohexane carboxylic acid methyl ester), ICI (Diiodomethane). Solvent: C1CCOC1 (THF), C1CCOC1 (THF). Run at time 30 minute. Product: COC(=O)C1(CCCCC1)CI (1-Iodomethyl-cyclohexanecarboxylic acid methyl ester). The yield is 113.8%. RXN SMILES: [Li]CCCC.[CH3:6][O:7][C:8]([CH:10]1[CH2:15][CH2:14][CH2:13][CH2:12][CH2:11]1)=[O:9].[I:16][CH2:17]I>C1COCC1>[CH3:6][O:7][C:8]([C:10]1([CH2:17][I:16])[CH2:15][CH2:14][CH2:13][CH2:12][CH2:11]1)=[O:9]. Procedure: To a −78° C. of Diisoprpyl amine (132 mmol, 18.65 mL) in THF (100 mL) was added n-BuLi (120 mmol, 75 mL). Cold bath was removed and put back after 30 minutes. Cyclohexane carboxylic acid methyl ester 1261-A (15.57 g, 109 mmol) was added dropwise in THF (50 mL). After 1 h, Diiodomethane (109 mmol, 8.78 mL) was added while keeping temperature below 10° C. After addition, reaction was warmed to RT and stirred overnight. After 18 h, reaction was quenched with NH4Cl and extracted with EtOAc. Washed w...